From a dataset of the Open Reaction Database (ORD), a public repository of structured organic reaction records. describe an organic reaction: reactants, conditions, products, and yield Reactants: halogen, C(C)(C)(C)NNC(C1=CC=C(C=C1)C#N)=O (p-cyanobenzoic acid, 2-tert-butylhydrazide), nitro, C(C)(C)(C)NNC(C1=CC(=CC=C1)Cl)=O (m-chlorobenzoic acid, 2-tert-butylhydrazide), halogen, C1 -C3 alkyl, [H][H] (hydrogen), ClCl (chlorine), substituted benzoyl halide, C(C)(C)(C)NNC(C=1C(N)=CC=CC1)=O (anthranilic acid, 2-tert-butylhydrazide). Yields the product C(C)(C)(C)NNC(C1=CC=CC=C1)=O (benzoic acid, 2-tert-butylhydrazide). RXN SMILES: ClCl.[C:3]([NH:7][NH:8][C:9](=[O:17])[C:10]1[CH:15]=[CH:14][CH:13]=[C:12](Cl)[CH:11]=1)([CH3:6])([CH3:5])[CH3:4].C(NNC(=O)C1C=CC(C#N)=CC=1)(C)(C)C.C(NNC(=O)C1C(=CC=CC=1)N)(C)(C)C.[H][H]>>[C:3]([NH:7][NH:8][C:9](=[O:17])[C:10]1[CH:11]=[CH:12][CH:13]=[CH:14][CH:15]=1)([CH3:6])([CH3:4])[CH3:5]. Procedure details: The above reactions are illustrated below: ##STR15## wherein Q is halogen, preferably chlorine; R is tert-butyl or tert-amyl. Other compounds that can be prepared by the above procedure using the appropriately substituted benzoyl halide include: m-chlorobenzoic acid, 2-tert-butylhydrazide, mp 120°-123° C.; p-cyanobenzoic acid, 2-tert-butylhydrazide, mp 135°-136° C.; anthranilic acid, 2-tert-butylhydrazide, mp 165°-167° C.; tert-butyl or isopropyl; and X is hydrogen, halogen, C1 -C3 alkyl, methox... The reactants are CC(C)C1=C(N=C(S1)C(O)(C(F)(F)F)C(F)(F)F)C1=CC=C(C=C1)SC (5-(1-methylethyl)-4-(4-methylthiophenyl)-α,α-bis(trifluoromethyl)thiazole-2-methanol), OOS(=O)[O-].[K+] (Oxone), S(=O)(=O)(O)OOS(=O)(=O)[O-].[K+] (potassium hydrogen persulfate), CO (methanol). Run at temperature 25 celsius, time 3 hour. Procedure: To a solution of 5.90 g (14.2 mmol) of 5-(1-methylethyl)-4-(4-methylthiophenyl)-α,α-bis(trifluoromethyl)thiazole-2-methanol in 200 ml of methanol at 25° C. was added 21.3 g (34.7 mmol) of Oxone® (potassium hydrogen persulfate) and the resulting suspension was stirred at 25° C. for 3 hours. The suspension was filtered, and the filtrate concentrated in vacuo. The residue was dissolved in ethyl acetate; and the solution was washed with distilled water and brine, dried over anhydrous magnesium sulfa... As a reaction SMILES: [CH3:1][CH:2]([C:4]1[S:8][C:7]([C:9]([C:15]([F:18])([F:17])[F:16])([C:11]([F:14])([F:13])[F:12])[OH:10])=[N:6][C:5]=1[C:19]1[CH:24]=[CH:23][C:22](SC)=[CH:21][CH:20]=1)[CH3:3].O[O:28][S:29]([O-:31])=O.[K+].S(OOS([O-])(=O)=O)(O)(=O)=O.[K+].[CH3:44]O>>[CH3:3][CH:2]([C:4]1[S:8][C:7]([C:9]([C:15]([F:17])([F:16])[F:18])([C:11]([F:13])([F:14])[F:12])[OH:10])=[N:6][C:5]=1[C:19]1[CH:20]=[CH:21][C:22]([S:29]([CH3:44])(=[O:31])=[O:28])=[CH:23][CH:24]=1)[CH3:1] |f:1.2,3.4|. Product: CC(C)C1=C(N=C(S1)C(O)(C(F)(F)F)C(F)(F)F)C1=CC=C(C=C1)S(=O)(=O)C (5-(1-methylethyl)-4-(4-methylsulfonylphenyl)-α,α-bis(trifluoromethyl)thiazole-2-methanol). The reactants are CCOC(C)=O, CCO, COc1ccc(C(C)C)cc1-c1ccc(C(F)(F)F)cc1CN1C(=O)OC(c2cc(C(F)(F)F)cc(C(F)(F)F)c2)C1C, [K+], [OH-], O. The product is COc1ccc(C(C)C)cc1-c1ccc(C(F)(F)F)cc1CNC(C)C(O)c1cc(C(F)(F)F)cc(C(F)(F)F)c1. Reaction SMILES: [CH3:47][CH2:48][O:49][C:50]([CH3:51])=[O:52].[CH3:53][CH2:54][OH:55].[F:1][C:2]([c:3]1[cH:4][c:5]([CH:13]2[CH:14]([CH3:41])[N:15]([CH2:19][c:20]3[c:21](-[c:30]4[c:31]([O:39][CH3:40])[cH:32][cH:33][c:34]([CH:36]([CH3:37])[CH3:38])[cH:35]4)[cH:22][cH:23][c:24]([C:26]([F:27])([F:28])[F:29])[cH:25]3)[C:16](=[O:18])[O:17]2)[cH:6][c:7]([C:9]([F:10])([F:11])[F:12])[cH:8]1)([F:42])[F:43].[K+:46].[OH-:45].[OH2:44]>>[F:1][C:2]([c:3]1[cH:4][c:5]([CH:13]([CH:14]([NH:15][CH2:19][c:20]2[c:21](-[c:30]3[c:31]([O:39][CH3:40])[cH:32][cH:33][c:34]([CH:36]([CH3:37])[CH3:38])[cH:35]3)[cH:22][cH:23][c:24]([C:26]([F:27])([F:28])[F:29])[cH:25]2)[CH3:41])[OH:17])[cH:6][c:7]([C:9]([F:10])([F:11])[F:12])[cH:8]1)([F:42])[F:43]. Starting materials: C1(=CC=CC=C1)C (Toluene), ClC=1C=C(C=CC1)N1C(CC2=CC=CC=C12)=O (3-chloro- phenyl-2(1H,3H)-indolone), C(C1=CC=CC=C1)N1C(CCC1)=O (N-benzyl-2-pyrrolidone), C1(=CC=CC=C1)C (toluene), O=P(Cl)(Cl)Cl (POCl3). The solvent is C(Cl)Cl (CH2Cl2). Run at time 30 minute. Product: ClC=1C=C(C=CC1)N1C(C(C2=CC=CC=C12)=C1N(CCC1)CC1=CC=CC=C1)=O (1-(3-Chlorophenyl)-3-(1-benzyl-2-pyrrolidinylidene)-2(1H,3H)-indolone). Reaction SMILES: [CH2:1]([N:8]1[CH2:12][CH2:11][CH2:10][C:9]1=O)[C:2]1[CH:7]=[CH:6][CH:5]=[CH:4][CH:3]=1.C1(C)C=CC=CC=1.O=P(Cl)(Cl)Cl.[Cl:26][C:27]1[CH:28]=[C:29]([N:33]2[C:41]3[C:36](=[CH:37][CH:38]=[CH:39][CH:40]=3)[CH2:35][C:34]2=[O:42])[CH:30]=[CH:31][CH:32]=1>C(Cl)Cl>[Cl:26][C:27]1[CH:28]=[C:29]([N:33]2[C:41]3[C:36](=[CH:37][CH:38]=[CH:39][CH:40]=3)[C:35](=[C:9]3[CH2:10][CH2:11][CH2:12][N:8]3[CH2:1][C:2]3[CH:7]=[CH:6][CH:5]=[CH:4][CH:3]=3)[C:34]2=[O:42])[CH:30]=[CH:31][CH:32]=1. Procedure details: N-benzyl-2-pyrrolidone (1.58 ml, 9.85 mmoles) was combined with 2 ml toluene under N2 and cooled to 0°-5°. POCl3 (0.5 ml, 5.9 mmoles) was added and the mixture stirred 30 minutes. Toluene (3 ml) and 1-(3-chloro- phenyl-2(1H,3H)-indolone (1.2 g, 4.92 mmoles) were added and the stirred reaction mixture warmed to 25° for 30 minutes and then to 70°-75° for 18 hours. The reaction mixture was cooled, diluted with 100 ml CH2Cl2, washed with saturated NaHCO3, H2O and brine, dried and concentrated in vac... The reactants are Cl.NCC(=O)C1=CC=C(C=C1)Cl (2-amino-1-(4-chlorophenyl)ethanone hydrochloride), C1(CC1)N=C=O (cyclopropyl isocyanate), C(C)(C)N(C(C)C)CC (N,N-diisopropylethylamine). The solvent is ClCCl (dichloromethane), ClCCl (dichloromethane), ClCCl (dichloromethane). Reaction conditions: temperature 0 celsius, time 10 minute. Yields the product ClC1=CC=C(C=C1)C(CNC(=O)NC1CC1)=O (N-[2-(4-chlorophenyl)-2-oxoethyl]-N′-cyclopropylurea). Reaction SMILES: Cl.[NH2:2][CH2:3][C:4]([C:6]1[CH:11]=[CH:10][C:9]([Cl:12])=[CH:8][CH:7]=1)=[O:5].[CH:13]1([N:16]=[C:17]=[O:18])[CH2:15][CH2:14]1.C(N(CC)C(C)C)(C)C>ClCCl>[Cl:12][C:9]1[CH:10]=[CH:11][C:6]([C:4](=[O:5])[CH2:3][NH:2][C:17]([NH:16][CH:13]2[CH2:15][CH2:14]2)=[O:18])=[CH:7][CH:8]=1 |f:0.1|. Procedure: 1000 mg (4.853 mmol) of 2-amino-1-(4-chlorophenyl)ethanone hydrochloride are placed in 20 ml dichloromethane, cooled to 0° C. and treated dropwise with a solution of 363 mg (4.367 mmol) of cyclopropyl isocyanate in 2 ml dichloromethane. It is stirred a further 10 mins at 0° C. and then a solution of 627 mg (4.853 mmol) of N,N-diisopropylethylamine in 4 ml dichloromethane is added dropwise. After two hours' stirring at room temperature the reaction mixture is evaporated and the crude product puri... The reactants are FC1=C(C=CC(=C1)F)C1=CC=CC=C1 (2,4-difluorobiphenyl), ice, S(O)(O)(=O)=O (sulfuric acid), [Cl-].[Al+3].[Cl-].[Cl-] (aluminum chloride), CC1C(=O)OC(C1)=O (methylsuccinic acid anhydride). The solvent is ClCCCl (1,2-dichloroethane), Cl (hydrochloric acid), ClCCCl (1,2-dichloroethane). Reaction conditions: temperature 15 celsius. The product is FC1=C(C=CC(=C1)F)C1=C(C=CC=C1)C(CC(C(=O)O)C)=O (4-(2',4'-difluorobiphenylyl)-2-methyl-4-oxo butanoic acid). The yield is 42.0%. As a reaction SMILES: [Cl-].[Al+3].[Cl-].[Cl-].[CH3:5][CH:6]1[CH2:11][C:10](=[O:12])[O:9][C:7]1=[O:8].[F:13][C:14]1[CH:19]=[C:18]([F:20])[CH:17]=[CH:16][C:15]=1[C:21]1[CH:26]=[CH:25][CH:24]=[CH:23][CH:22]=1.S(=O)(=O)(O)O>ClCCCl.Cl>[F:13][C:14]1[CH:19]=[C:18]([F:20])[CH:17]=[CH:16][C:15]=1[C:21]1[CH:26]=[CH:25][CH:24]=[CH:23][C:22]=1[C:10](=[O:12])[CH2:11][CH:6]([CH3:5])[C:7]([OH:9])=[O:8] |f:0.1.2.3|. Procedure details: A solution is prepared by dissolving 33.2 g anhydrous aluminum chloride (0.25 moles) and 21.6 g methylsuccinic acid anhydride (0.188 moles) in 190 ml of 1,2-dichloroethane. The solution is cooled to 15° C. and is treated under stirring and cooling with a solution of 47.5 g of 2,4-difluorobiphenyl (0.25 moles) in 50 ml of 1,2-dichloroethane, at a rate such that the temperature of the reaction mixture does not exceed 20° C. The mixture is then stirred for an additional 3 hours at 20° C., for 1 hou...